From a dataset of the Open Reaction Database (ORD), a public repository of structured organic reaction records. describe an organic reaction: reactants, conditions, products, and yield Reactants: C(C)(=O)O.COC1=C(OCC(CN2CCN(CC2)CC(=O)NC2=C(C=CC=C2C)C)O)C=CC=C1 (1-[3-(2-methoxyphenoxy)-2-hydroxypropyl]-4-[(2,6-dimethylphenyl)aminocarbonylmethyl]piperazine acetate). Run in S(O)(O)(=O)=O (sulfuric acid). Product: COC1=C(OCC(CN2CCN(CC2)CC(=O)NC2=C(C=CC=C2C)C)O)C=CC=C1 (1-[3-(2-methoxyphenoxy)-2-hydroxypropyl]-4-[(2,6-dimethylphenyl)aminocarbonylmethyl]piperazine). RXN SMILES: C(O)(=O)C.[CH3:5][O:6][C:7]1[CH:35]=[CH:34][CH:33]=[CH:32][C:8]=1[O:9][CH2:10][CH:11]([OH:31])[CH2:12][N:13]1[CH2:18][CH2:17][N:16]([CH2:19][C:20]([NH:22][C:23]2[C:28]([CH3:29])=[CH:27][CH:26]=[CH:25][C:24]=2[CH3:30])=[O:21])[CH2:15][CH2:14]1>S(=O)(=O)(O)O>[CH3:5][O:6][C:7]1[CH:35]=[CH:34][CH:33]=[CH:32][C:8]=1[O:9][CH2:10][CH:11]([OH:31])[CH2:12][N:13]1[CH2:18][CH2:17][N:16]([CH2:19][C:20]([NH:22][C:23]2[C:24]([CH3:30])=[CH:25][CH:26]=[CH:27][C:28]=2[CH3:29])=[O:21])[CH2:15][CH2:14]1 |f:0.1|. Procedure details: 1-[3-(2-methoxyphenoxy)-2-hydroxypropyl]-4-[(2,6-dimethylphenyl)aminocarbonylmethyl]piperazine acetate (1.0 g) is dissolved in 50 ml 50% aqueous sulfuric acid, and the solution evaporated to dryness. The product is suspended in ethanol and filtered, air dried and recrystallized from methanol/acetone to yield 1-[3-(2-methoxyphenoxy)-2-hydroxypropyl]-4-[(2,6-dimethylphenyl)aminocarbonylmethyl]piperazine.2HSO4.